Task: describe an organic reaction: reactants, conditions, products, and yield. Dataset: the Open Reaction Database (ORD), a public repository of structured organic reaction records The reactants are C(C)OC(=O)\C(\CC(=O)O)=C\C=1OC(=CC1)C ((E)-3-(ethoxycarbonyl)-4-(5-methylfuran-2-yl)but-3-enoic acid), C(C)(=O)OC(C)=O (acetic anhydride), C(C)(=O)[O-].[Na+] (sodium acetate). The product is C(C)(=O)OC1=CC(=CC2=C1C=C(O2)C)C(=O)OCC (ethyl 4-acetoxy-2-methylbenzofuran-6-carboxylate). Isolated yield 152.7%. Reaction SMILES: [CH2:1]([O:3][C:4](/[C:6](=[CH:11]/[C:12]1[O:13][C:14]([CH3:17])=[CH:15][CH:16]=1)/[CH2:7][C:8]([OH:10])=O)=[O:5])[CH3:2].[C:18](OC(=O)C)(=[O:20])[CH3:19].C([O-])(=O)C.[Na+]>>[C:18]([O:10][C:8]1[C:16]2[CH:15]=[C:14]([CH3:17])[O:13][C:12]=2[CH:11]=[C:6]([C:4]([O:3][CH2:1][CH3:2])=[O:5])[CH:7]=1)(=[O:20])[CH3:19] |f:2.3|. Procedure: To a vigorously stirred solution of (E)-3-(ethoxycarbonyl)-4-(5-methylfuran-2-yl)but-3-enoic acid (I-1a: 326.6 g, 1.371 mol) in acetic anhydride (1.77 L, 18.72 mol) at room temperature was added sodium acetate (193 g, 2350 mmol) in one portion. The reaction mixture was then heated at reflux for 2.5 hours. After cooling to room temperature, the mixture was concentrated in vacuo (all batches were combined at this point). The resulting residue was suspended in dichloromethane (1.5 L) and filtered, ... Starting materials: C(C1=CC=CC=C1)OC1=C(C=CC(=C1)CCCCS(=O)(=O)CC1=CC=CC=C1)N1CC(NS1(=O)=O)=O (5-[2-benzyloxy-4-(4-phenylmethanesulfonylbutyl)-phenyl]-1,1-dioxo-1,2,5-thiadiazolidin-3-one), KHCO3, O (water). Reagents/catalysts: [Pd] (Pd/C). Solvent: CCO (EtOH). Run at time 2 hour. Product: OC=1C=C(C=CC1N1S(NC(C1)=O)(=O)=O)CCCCS(=O)O (4-[3-Hydroxy-4-(1,1,4-trioxo-1,2,5-thiadiazolidin-2-yl)-phenyl]-butane-1-sulfinic Acid). As a reaction SMILES: C([O:8][C:9]1[CH:14]=[C:13]([CH2:15][CH2:16][CH2:17][CH2:18][S:19](CC2C=CC=CC=2)(=[O:21])=[O:20])[CH:12]=[CH:11][C:10]=1[N:29]1[S:33](=[O:35])(=[O:34])[NH:32][C:31](=[O:36])[CH2:30]1)C1C=CC=CC=1.O>CCO.[Pd]>[OH:8][C:9]1[CH:14]=[C:13]([CH2:15][CH2:16][CH2:17][CH2:18][S:19]([OH:21])=[O:20])[CH:12]=[CH:11][C:10]=1[N:29]1[CH2:30][C:31](=[O:36])[NH:32][S:33]1(=[O:35])=[O:34]. Procedure: A mixture of 5-[2-benzyloxy-4-(4-phenylmethanesulfonylbutyl)-phenyl]-1,1-dioxo-1,2,5-thiadiazolidin-3-one (450 mg), 10% Pd/C (400 mg) and KHCO3 (1.6 mL of 0.52M) in EtOH (1 mL)/water (10 mL) is hydrogenated at 1 atm for 2 h. The catalyst is filtered and the filtrate evaporated. The residue is treated with 1N HCl and extracted with EtOAc. The organic phase is dried over magnesium sulfate and the solvent removed under reduced pressure to give the title compound: (M−1)−=347 1H NMR (400 MHz, DMSO-D6... Reactants: C1CCC2=NCCCN2CC1 (DBU), BrCCCCCBr (1,5-dibromopentane), NC=1C=C(C=CC1)C=1C(=C2N(CCC3=CC(=C(C=C23)OC)OC)C1C)C(=O)OCC (Ethyl 2-(3-aminophenyl)-8,9-dimethoxy-3-methyl-5,6-dihydropyrrolo[2,1-a]-isoquinoline-1-carboxylate). Run in CN(C)C=O (DMF). Reaction conditions: temperature 120 celsius, time 20 hour. The product is COC=1C=C2CCN3C(C2=CC1OC)=C(C(=C3C)C3=CC(=CC=C3)N3CCCCC3)C(=O)OCC (Ethyl 8,9-dimethoxy-3-methyl-2-(3-piperidinyl-phenyl)-5,6-dihydro-pyrrolo[2,1-a]-isoquinoline-1-carboxylate). As a reaction SMILES: [CH2:1]1[CH2:11][CH2:10]N2C(=NCCC2)[CH2:3][CH2:2]1.BrCCCCCBr.[NH2:19][C:20]1[CH:21]=[C:22]([C:26]2[C:27]([C:44]([O:46][CH2:47][CH3:48])=[O:45])=[C:28]3[C:37]4[C:32](=[CH:33][C:34]([O:40][CH3:41])=[C:35]([O:38][CH3:39])[CH:36]=4)[CH2:31][CH2:30][N:29]3[C:42]=2[CH3:43])[CH:23]=[CH:24][CH:25]=1>CN(C=O)C>[CH3:41][O:40][C:34]1[CH:33]=[C:32]2[C:37](=[CH:36][C:35]=1[O:38][CH3:39])[C:28]1=[C:27]([C:44]([O:46][CH2:47][CH3:48])=[O:45])[C:26]([C:22]3[CH:23]=[CH:24][CH:25]=[C:20]([N:19]4[CH2:10][CH2:11][CH2:1][CH2:2][CH2:3]4)[CH:21]=3)=[C:42]([CH3:43])[N:29]1[CH2:30][CH2:31]2. Procedure: 168.5 mg (1.11 mmol) of DBU and 84.9 mg (0.37 mmol) of 1,5-dibromopentane were added to a solution of 150 mg (0.37 mmol) of ethyl 2-(3-aminophenyl)-8,9-dimethoxy-3-methyl-5,6-dihydropyrrolo[2,1-a]isoquinoline-1-carboxylate (Example 28) in 3 mL of DMF. The mixture was stirred at 120° C. for 20 hours, then evaporated under reduced pressure, and the residue was taken up in an ethyl acetate/water mixture. The layers were separated, the aqueous layer was extracted with ethyl acetate, and the combined... Reactants: OC1=C(C=CC(=C1CCC)O)C(C)=O (1-(2,4-dihydroxy-3-propylphenyl) ethanone), ClCC(=O)OCC (ethyl chloroacetate), C([O-])([O-])=O.[K+].[K+] (potassium carbonate). Solvent: CC(=O)C (acetone). Product: C(C)(=O)C1=C(C(=C(OCC(=O)O)C=C1)CCC)O ((4-acetyl-3-hydroxy-2-propylphenoxy)acetic acid). RXN SMILES: [OH:1][C:2]1[C:7]([CH2:8][CH2:9][CH3:10])=[C:6]([OH:11])[CH:5]=[CH:4][C:3]=1[C:12](=[O:14])[CH3:13].Cl[CH2:16][C:17]([O:19]CC)=[O:18].C(=O)([O-])[O-].[K+].[K+]>CC(C)=O>[C:12]([C:3]1[CH:4]=[CH:5][C:6]([O:11][CH2:16][C:17]([OH:19])=[O:18])=[C:7]([CH2:8][CH2:9][CH3:10])[C:2]=1[OH:1])(=[O:14])[CH3:13] |f:2.3.4|. Reported procedure: A mixture of 24.25 g of 1-(2,4-dihydroxy-3-propylphenyl) ethanone, 16.0 ml of ethyl chloroacetate and 26 g of anhydrous potassium carbonate in 375 ml of anhydrous acetone was stirred at reflux for 17 hours. The reaction mixture was filtered and the filtrate was concentrated in vacuo to an oil which was crystallized from ethanol to give 27.2 g of (4-acetyl-3-hydroxy-2-propylphenoxy)acetic acid, the titled compound, mp 61°-64°, (78% yield) in two crops. The reactants are CCCCCCC.C(C)(=O)OCC (heptane ethyl acetate), ClCCSC (chloroethyl methylsulfide), P(=O)([O-])([O-])[O-].[K+].[K+].[K+] (potassium phosphate), ClC1=C(C(=CC(=C1)C(F)(F)F)N(C)C)N1N=C(C(=C1NC)SC(F)(F)F)C#N (1-(2-chloro-6-dimethylamino-4-trifluoromethylphenyl)-3-cyano-5-methylamino-4-trifluoromethylthiopyrazole). Solvent: C(C)#N (acetonitrile), O (water). Product: ClC1=C(C(=CC(=C1)C(F)(F)F)N(C)C)N1N=C(C(=C1N(CCSC)C)SC(F)(F)F)C#N (1-(2-Chloro-6-dimethylamino-4-trifluoromethylphenyl)-3-cyano-5-[N-methyl-N-(2-methylthioethyl)amino]-4-trifluoromethylthiopyrazole). Reaction SMILES: [Cl:1][C:2]1[CH:7]=[C:6]([C:8]([F:11])([F:10])[F:9])[CH:5]=[C:4]([N:12]([CH3:14])[CH3:13])[C:3]=1[N:15]1[C:19]([NH:20][CH3:21])=[C:18]([S:22][C:23]([F:26])([F:25])[F:24])[C:17]([C:27]#[N:28])=[N:16]1.ClC[CH2:31][S:32][CH3:33].P([O-])([O-])([O-])=O.[K+].[K+].[K+].[CH3:42]CCCCCC.C(OCC)(=O)C>C(#N)C.O>[Cl:1][C:2]1[CH:7]=[C:6]([C:8]([F:10])([F:9])[F:11])[CH:5]=[C:4]([N:12]([CH3:13])[CH3:14])[C:3]=1[N:15]1[C:19]([N:20]([CH3:42])[CH2:21][CH2:31][S:32][CH3:33])=[C:18]([S:22][C:23]([F:24])([F:25])[F:26])[C:17]([C:27]#[N:28])=[N:16]1 |f:2.3.4.5,6.7|. Procedure: To a mixture of 1-(2-chloro-6-dimethylamino-4-trifluoromethylphenyl)-3-cyano-5-methylamino-4-trifluoromethylthiopyrazole (Compound number 4-01, 0.29 g, 0.7 mmol) in acetonitrile (6 ml) was added chloroethyl methylsulfide (87 mg, 0.8 mmol) and potassium phosphate (0.42 g, 2.0 mmol). The mixture was heated under reflux for 4 hours. After extractive workup (heptane-ethyl acetate, water) and reverse HPLC chromatography the title product was obtained (0.16 g), 1H-NMR: 1.99 (3H), 2.31 (2H), 2.69 (6H),...